From a dataset of the Open Reaction Database (ORD), a public repository of structured organic reaction records. describe an organic reaction: reactants, conditions, products, and yield Starting materials: [OH-].[Li+] (lithium hydroxide), ClC1=CC=C(C=C1)C1=C(C=CC=C1)[C@@H](C1CCN(CC1)C1=CC=C(C(=O)OCC)C=C1)OP(=O)(OC)OC ((R)-ethyl 4-(4-((4′-chlorobiphenyl-2-yl)(dimethoxyphosphoryloxy)methyl)piperidin-1-yl)benzoate), ClC1=CC=C(C=C1)C1=C(C=CC=C1)[C@@H](C1CCN(CC1)C1=CC=C(C(=O)OCC)C=C1)OP(=O)(OC)OC ((R)-ethyl 4-(4-((4′-chlorobiphenyl-2-yl)(dimethoxyphosphoryloxy)methyl)piperidin-1-yl)benzoate), C1CCOC1 (THF), O (water). Solvent: CO (MeOH). Run at temperature 35 celsius. Yields the product ClC1=CC=C(C=C1)C1=C(C=CC=C1)[C@@H](C1CCN(CC1)C1=CC=C(C(=O)O)C=C1)OP(=O)(OC)OC ((R)-4-(4-((4′-chlorobiphenyl-2-yl)(dimethoxyphosphoryloxy)methyl)piperidin-1-yl)benzoic acid). The yield is 56.6%. Reaction SMILES: [OH-].[Li+].[Cl:3][C:4]1[CH:9]=[CH:8][C:7]([C:10]2[CH:15]=[CH:14][CH:13]=[CH:12][C:11]=2[C@H:16]([O:34][P:35]([O:39][CH3:40])([O:37][CH3:38])=[O:36])[CH:17]2[CH2:22][CH2:21][N:20]([C:23]3[CH:33]=[CH:32][C:26]([C:27]([O:29]CC)=[O:28])=[CH:25][CH:24]=3)[CH2:19][CH2:18]2)=[CH:6][CH:5]=1.C1COCC1.O>CO>[Cl:3][C:4]1[CH:9]=[CH:8][C:7]([C:10]2[CH:15]=[CH:14][CH:13]=[CH:12][C:11]=2[C@H:16]([O:34][P:35]([O:37][CH3:38])([O:39][CH3:40])=[O:36])[CH:17]2[CH2:22][CH2:21][N:20]([C:23]3[CH:33]=[CH:32][C:26]([C:27]([OH:29])=[O:28])=[CH:25][CH:24]=3)[CH2:19][CH2:18]2)=[CH:6][CH:5]=1 |f:0.1|. Reported procedure: A mixture of lithium hydroxide (107 mg, 4.48 mmol), (R)-ethyl 4-(4-((4′-chlorobiphenyl-2-yl)(dimethoxyphosphoryloxy)methyl)piperidin-1-yl)benzoate (INTERMEDIATE 121, 500 mg, 0.9 mmol), THF (10 ml), water (2.5 ml), and MeOH (2.5 ml) was heated at 35° C. overnight. The reaction mixture was concentrated under reduced pressure, diluted with water (10 ml) and acidified with an aqueous solution of 6 N HCl, resulting in a precipitate. The solid was collected by filtration to give the title compound (27... Reactants: N#Cc1ccc(CCO)cc1, C1CCOC1, O, O=[N+]([O-])c1cccc(O)c1, c1ccc(P(c2ccccc2)c2ccccc2)cc1. Product: N#Cc1ccc(CCOc2cccc([N+](=O)[O-])c2)cc1. As a reaction SMILES: [C:30](#[N:31])[c:32]1[cH:33][cH:34][c:35]([CH2:38][CH2:39][OH:40])[cH:36][cH:37]1.[CH2:42]1[O:43][CH2:44][CH2:45][CH2:46]1.[OH2:41].[OH:20][c:21]1[cH:22][cH:23][cH:24][c:25]([N+:27]([O-:28])=[O:29])[cH:26]1.[c:1]1([P:2]([c:3]2[cH:4][cH:5][cH:6][cH:7][cH:8]2)[c:9]2[cH:10][cH:11][cH:12][cH:13][cH:14]2)[cH:15][cH:16][cH:17][cH:18][cH:19]1>>[O:20]([c:21]1[cH:22][cH:23][cH:24][c:25]([N+:27]([O-:28])=[O:29])[cH:26]1)[CH2:39][CH2:38][c:35]1[cH:34][cH:33][c:32]([C:30]#[N:31])[cH:37][cH:36]1. The reactants are P(O)(O)(O)=O (phosphoric acid), OCC(O)CO (glycerin), OCC(O)CO (glycerin), CP230-660, polyol, [Al] (aluminum). Run in O (water). Product: CC([O-])C.[Al+3].CC([O-])C.CC([O-])C (aluminum isopropoxide). RXN SMILES: O[CH2:2][CH:3]([CH2:5]O)[OH:4].P(=O)(O)(O)O.[Al:12]>O>[CH3:2][CH:3]([CH3:5])[O-:4].[Al+3:12].[CH3:2][CH:3]([CH3:5])[O-:4].[CH3:2][CH:3]([CH3:5])[O-:4] |f:4.5.6.7|. Procedure details: Into the shell of a 500 ml Autoclave Engineers reactor are placed 90 g of a propoxylate of glycerin that has an average molecular weight of 260 (Voranol® CP230-660, The Dow Chemical Company). This polyol is a mixture of propoxylates having molecular weights from 150 to 614, and contains 2% by weight glycerin. 3.6 microliters of a 0.15 M phosphoric acid solution in water and 100 parts per million, based on the expected mass of the product, of the Arcol 3 catalyst are added. 0.0075 mole of aluminu... Reactants: C(C)(C)(C)C=1N=C(SC1)C=1OC2=C(C1)C=C(C=C2)CC(N)=S (4-tert-butyl-2-[5-(thiocarbamoylmethyl)benzofuran-2-yl]thiazole), ClCC(CC(=O)OCC)=O (ethyl 4-chloroacetoacetate), C(O)([O-])=O.[Na+] (sodium hydrogen carbonate). Solvent: C(C)(=O)OCC (ethyl acetate). Yields the product C(C)(C)(C)C=1N=C(SC1)C=1OC2=C(C1)C=C(C=C2)CC=2SC=C(N2)CC(=O)OCC (4-tert-butyl-2-{5-{[4-(ethoxycarbonylmethyl)thiazol-2-yl]methyl}benzofuran-2-yl}thiazole). The yield is 62.7%. RXN SMILES: [C:1]([C:5]1[N:6]=[C:7]([C:10]2[O:11][C:12]3[CH:18]=[CH:17][C:16]([CH2:19][C:20](=[S:22])[NH2:21])=[CH:15][C:13]=3[CH:14]=2)[S:8][CH:9]=1)([CH3:4])([CH3:3])[CH3:2].Cl[CH2:24][C:25](=O)[CH2:26][C:27]([O:29][CH2:30][CH3:31])=[O:28].C(=O)([O-])O.[Na+]>C(OCC)(=O)C>[C:1]([C:5]1[N:6]=[C:7]([C:10]2[O:11][C:12]3[CH:18]=[CH:17][C:16]([CH2:19][C:20]4[S:22][CH:24]=[C:25]([CH2:26][C:27]([O:29][CH2:30][CH3:31])=[O:28])[N:21]=4)=[CH:15][C:13]=3[CH:14]=2)[S:8][CH:9]=1)([CH3:4])([CH3:2])[CH3:3] |f:2.3|. Procedure: A mixture of crude 4-tert-butyl-2-[5-(thiocarbamoylmethyl)benzofuran-2-yl]thiazole (0.73 g) and ethyl 4-chloroacetoacetate (0.92 g) in ethyl acetate (30 ml) was stirred under reflux for 18 hours. After being cooled, the resulting mixture was poured into aqueous sodium hydrogen carbonate solution and extracted with ethyl acetate. The organic layer was washed with brine, dried over magnesium sulfate and concentrated in reduced pressure. The residue was subjected to column chromatography on silica ... Reactants: C1(=CC=C(C=C1)S(=O)(=O)O)C (p-toluenesufonic acid), C(CCC)NC([C@@H](C[C@@H]([C@H](C[C@H](CC1=CC(=C(C=C1)OC)OCCCOC)C(C)C)NC(=O)OC(C)(C)C)O)C)=O (5(S)-tert-butoxycarbonylamino-4(S)-hydroxy-7(S)-isopropyl-2(R)-methyl-8-[4-methoxy-3-(3-methoxypropyloxy)-phenyl]-octanoic acid (N-butyl)-amide). The solvent is C(Cl)(Cl)Cl (chloroform). Reaction conditions: time 18 hour. Product: C(C)(C)(C)OC(=O)N[C@@H](C[C@H](CC1=CC(=C(C=C1)OC)OCCCOC)C(C)C)C1OC([C@@H](C1)C)=O (2-{1(S)-tert-butoxycarbonylamino-3(S)-isopropyl-4-[4-methoxy-3-(3-methoxy-propyloxy)-phenyl]-butyl}-4(R)-methyl-tetrahydrofuran-5-one). RXN SMILES: C1(C)C=CC(S(O)(=O)=O)=CC=1.C(N[C:17](=[O:52])[C@H:18]([CH3:51])[CH2:19][C@H:20]([OH:50])[C@@H:21]([NH:42][C:43]([O:45][C:46]([CH3:49])([CH3:48])[CH3:47])=[O:44])[CH2:22][C@@H:23]([CH:39]([CH3:41])[CH3:40])[CH2:24][C:25]1[CH:30]=[CH:29][C:28]([O:31][CH3:32])=[C:27]([O:33][CH2:34][CH2:35][CH2:36][O:37][CH3:38])[CH:26]=1)CCC>C(Cl)(Cl)Cl>[C:46]([O:45][C:43]([NH:42][C@H:21]([CH:20]1[CH2:19][C@@H:18]([CH3:51])[C:17](=[O:52])[O:50]1)[CH2:22][C@@H:23]([CH:39]([CH3:40])[CH3:41])[CH2:24][C:25]1[CH:30]=[CH:29][C:28]([O:31][CH3:32])=[C:27]([O:33][CH2:34][CH2:35][CH2:36][O:37][CH3:38])[CH:26]=1)=[O:44])([CH3:49])([CH3:48])[CH3:47]. Procedure: 2.02 g of p-toluenesufonic acid (monohydrate) are added to 5.6 g of 5(S)-tert-butoxycarbonylamino-4(S)-hydroxy-7(S)-isopropyl-2(R)-methyl-8-[4-methoxy-3-(3-methoxypropyloxy)-phenyl]-octanoic acid (N-butyl)-amide (Example 32) in 240 ml of chloroform at room temperature and the mixture is stirred at room temperature for a further 18 hours. The reaction mixture is concentrated by evaporation and the residue is partitioned between diethyl ether and 0.1N hydrochloric acid. The organic phases are conc... Starting materials: CC1=C(C=CC(=C1)C)C=1C=CC(NN1)=O (6-(2,4-dimethylphenyl)pyridazin-3(2H)-one), O=P(Cl)(Cl)Cl (POCl3). Product: ClC=1N=NC(=CC1)C1=C(C=C(C=C1)C)C (3-chloro-6-(2,4-dimethylphenyl)pyridazine). Reaction SMILES: [CH3:1][C:2]1[CH:7]=[C:6]([CH3:8])[CH:5]=[CH:4][C:3]=1[C:9]1[CH:10]=[CH:11][C:12](=O)[NH:13][N:14]=1.O=P(Cl)(Cl)[Cl:18]>>[Cl:18][C:12]1[N:13]=[N:14][C:9]([C:3]2[CH:4]=[CH:5][C:6]([CH3:8])=[CH:7][C:2]=2[CH3:1])=[CH:10][CH:11]=1. Procedure details: 6-(2,4-dimethylphenyl)pyridazin-3(2H)-one (example 13c) was heated with POCl3 (5.15 ml, 55 mmol) at 85° C. for 4 hours. Following cooling and treating with crushed ice a white solid obtained and was collected to give 1.36 g of the 3-chloro-6-(2,4-dimethylphenyl)pyridazine. 1H NMR (300 MHz, dMSO): δ 2.29 (s, 3H), 2.34 (s, 3H), 7.16-7.19 (m, 2H), 7.35-7.37 (d, 1H), 7.93-8.00 (dd, 2H); (M+H, 313). Starting materials: CSc1cnc(NC(=O)C(CC2CCCC2)c2ccc(S(C)(=O)=O)c(Cl)c2)cn1, C1CCOC1, O. Product: CS(=O)c1cnc(NC(=O)C(CC2CCCC2)c2ccc(S(C)(=O)=O)c(Cl)c2)cn1. As a reaction SMILES: [Cl:1][c:2]1[cH:3][c:4]([CH:12]([C:13](=[O:14])[NH:15][c:16]2[n:17][cH:18][c:19]([S:22][CH3:23])[n:20][cH:21]2)[CH2:24][CH:25]2[CH2:26][CH2:27][CH2:28][CH2:29]2)[cH:5][cH:6][c:7]1[S:8](=[O:9])(=[O:10])[CH3:11].[O:30]1[CH2:31][CH2:32][CH2:33][CH2:34]1.[OH2:35]>>[Cl:1][c:2]1[cH:3][c:4]([CH:12]([C:13](=[O:14])[NH:15][c:16]2[n:17][cH:18][c:19]([S:22]([CH3:23])=[O:30])[n:20][cH:21]2)[CH2:24][CH:25]2[CH2:26][CH2:27][CH2:28][CH2:29]2)[cH:5][cH:6][c:7]1[S:8](=[O:9])(=[O:10])[CH3:11]. Starting materials: [N+](=O)([O-])C1=CC=C(O1)C(=O)O (5-Nitro-2-furoic acid), S(=O)(Cl)Cl (thionyl chloride), CC1=NC=C(N1CCO)[N+](=O)[O-] (metronidazole). The solvent is O (water). Conditions: time 20 hour. The product is CC=1NC(=CN1)[N+](=O)[O-].[N+](=O)([O-])C1=CC=C(O1)C(=O)OCC (2-methyl-5-nitro-1H-imidazole 1-ethyl 5-nitro-2-furoate). The yield is 25.9%. As a reaction SMILES: [N+:1]([C:4]1[O:8][C:7]([C:9]([OH:11])=[O:10])=[CH:6][CH:5]=1)([O-:3])=[O:2].S(Cl)(Cl)=O.[CH3:16][C:17]1[N:21](CCO)[C:20]([N+:25]([O-:27])=[O:26])=[CH:19][N:18]=1>O>[CH3:16][C:17]1[NH:21][C:20]([N+:25]([O-:27])=[O:26])=[CH:19][N:18]=1.[N+:1]([C:4]1[O:8][C:7]([C:9]([O:11][CH2:16][CH3:17])=[O:10])=[CH:6][CH:5]=1)([O-:3])=[O:2] |f:4.5|. Reported procedure: The reaction mixture of 5-Nitro-2-furoic acid (157 mg, 1.0 mmol) and thionyl chloride (2 ml) was refluxed for 2 h. The excessive thionyl chloride was evaporated under vacuum. The residue was dissolved in 4 ml of dichloromethane. To this solution, metronidazole (152 mg, 0.89 mmol) was added. After the mixture was stirred at room temperature for 20 h, water was added to this mixture. The organic layer of dichloromethane was separated, washed with 5% Na2CO3, H2O, and brine, and then dried over MgSO... The reactants are O=CC(=O)O, C#CCO, CC(=O)[O-], CCO, Cl[Cu]Cl, [NH4+], O. The product is NC(C#CCO)C(=O)O. As a reaction SMILES: [C:2]([CH:3]=[O:4])(=[O:5])[OH:6].[CH2:7]([C:8]#[CH:9])[OH:10].[CH3:12][C:13](=[O:14])[O-:15].[CH3:16][CH2:17][OH:18].[Cl:19][Cu:20][Cl:21].[NH4+:11].[OH2:1]>>[C:2]([CH:3]([C:9]#[C:8][CH2:7][OH:10])[NH2:11])(=[O:5])[OH:6].